Task: describe an organic reaction: reactants, conditions, products, and yield. Dataset: the Open Reaction Database (ORD), a public repository of structured organic reaction records The reactants are C(C)(=O)C=1C=NC=CC1 (3-acetylpyridine), COC(N(C)C)OC (N,N-dimethylformamide dimethylacetal). Run in C1=CC=CC=C1 (benzene). Yields the product C(CCC)N(C=CC(=O)C=1C=NC=CC1)CCCC (3-dibutylamino-1-(3-pyridinyl)-2-propen-1-one). RXN SMILES: [C:1]([C:4]1[CH:5]=[N:6][CH:7]=[CH:8][CH:9]=1)(=[O:3])[CH3:2].CO[CH:12](OC)[N:13]([CH3:15])[CH3:14]>C1C=CC=CC=1>[CH2:12]([N:13]([CH2:15][CH2:7][CH2:8][CH3:9])[CH:14]=[CH:2][C:1]([C:4]1[CH:5]=[N:6][CH:7]=[CH:8][CH:9]=1)=[O:3])[CH2:2][CH2:1][CH3:4]. Reported procedure: A mixture of 0.10 mole of 3-acetylpyridine and 0.10 mole of N,N-dimethylformamide dimethylacetal in 100 ml of benzene was refluxed for 12 hours. The solvent was removed, giving 3-dibutylamino-1-(3-pyridinyl)-2-propen-1-one. The reactants are CCO, CN1CCCCc2cc([N+](=O)[O-])ccc21, NN, O. Product: CN1CCCCc2cc(N)ccc21. As a reaction SMILES: [CH3:19][CH2:20][OH:21].[CH3:1][N:2]1[c:3]2[c:4]([cH:9][c:10]([N+:13]([O-:14])=[O:15])[cH:11][cH:12]2)[CH2:5][CH2:6][CH2:7][CH2:8]1.[NH2:17][NH2:18].[OH2:16]>>[CH3:1][N:2]1[c:3]2[c:4]([cH:9][c:10]([NH2:13])[cH:11][cH:12]2)[CH2:5][CH2:6][CH2:7][CH2:8]1. Reactants: ClC1=C(C#N)C=CC(=C1C)F (2-chloro-4-fluoro-3-methyl-benzonitrile), N[C@@H]1[C@@](CCC1)(O)C ((1R,2S)-2-amino-1-methyl-cyclopentanol), C([O-])([O-])=O.[Li+].[Li+] (lithium carbonate). Solvent: CS(=O)C (DMSO), O (water), CCOC(=O)C (EtOAc). Run at temperature 130 celsius. Yields the product ClC1=C(C#N)C=CC(=C1C)N[C@@H]1[C@](CCC1)(C)O (2-Chloro-4-[[(1S,2R)-2-hydroxy-2-methyl-cyclopentyl]amino]-3-methyl-benzonitrile). Isolated yield 24.0%. As a reaction SMILES: [Cl:1][C:2]1[C:9]([CH3:10])=[C:8](F)[CH:7]=[CH:6][C:3]=1[C:4]#[N:5].[NH2:12][C@H:13]1[CH2:17][CH2:16][CH2:15][C@@:14]1([CH3:19])[OH:18].C(=O)([O-])[O-].[Li+].[Li+]>CS(C)=O.O.CCOC(C)=O>[Cl:1][C:2]1[C:9]([CH3:10])=[C:8]([NH:12][C@H:13]2[CH2:17][CH2:16][CH2:15][C@:14]2([OH:18])[CH3:19])[CH:7]=[CH:6][C:3]=1[C:4]#[N:5] |f:2.3.4|. Procedure: In a sealed pressure vessel, a mixture of 2-chloro-4-fluoro-3-methyl-benzonitrile (1.2 g, 7.08 mmol), (1R,2S)-2-amino-1-methyl-cyclopentanol (1.63 g, 14.2 mmol) and lithium carbonate (1.10 g, 14.9 mmol) in DMSO (14.4 mL) and water (1.4 mL) is heated at 130° C. overnight. After allowing the reaction to cool to room temperature, the mixture is diluted with EtOAc and washed twice with 1 N hydrochloric acid. The organic phase is concentrated under reduced pressure and purified using radial chromatog...